This data is from the Open Reaction Database (ORD), a public repository of structured organic reaction records. The task is: describe an organic reaction: reactants, conditions, products, and yield The reactants are [F-].C(CCC)[N+](CCCC)(CCCC)CCCC (tetra-n-butylammonium fluoride), [Si](C)(C)(C(C)(C)C)OC1=CC=C(C=C1)C1=CC(=C(C=C1)C(C(=O)OC)C)CC (methyl 2-(4′-{[tert-butyl(dimethyl)silyl]oxy}-3-ethyl-1,1′-biphenyl-4-yl)propionate), O (water). Run in O1CCCC1 (tetrahydrofuran). Run at time 1.5 hour. Product: C(C)C=1C=C(C=CC1C(C(=O)OC)C)C1=CC=C(C=C1)O (methyl 2-(3-ethyl-4′-hydroxy-1,1′-biphenyl-4-yl)propionate). Yield: 0.1%. As a reaction SMILES: [F-].C([N+](CCCC)(CCCC)CCCC)CCC.[Si]([O:26][C:27]1[CH:32]=[CH:31][C:30]([C:33]2[CH:38]=[CH:37][C:36]([CH:39]([CH3:44])[C:40]([O:42][CH3:43])=[O:41])=[C:35]([CH2:45][CH3:46])[CH:34]=2)=[CH:29][CH:28]=1)(C(C)(C)C)(C)C.O>O1CCCC1>[CH2:45]([C:35]1[CH:34]=[C:33]([C:30]2[CH:31]=[CH:32][C:27]([OH:26])=[CH:28][CH:29]=2)[CH:38]=[CH:37][C:36]=1[CH:39]([CH3:44])[C:40]([O:42][CH3:43])=[O:41])[CH3:46] |f:0.1|. Reported procedure: A tetra-n-butylammonium fluoride-11.0M tetrahydrofuran solution (0.39 ml, 0.391 mmol) was added to a solution of methyl 2-(4′-{[tert-butyl(dimethyl)silyl]oxy}-3-ethyl-1,1′-biphenyl-4-yl)propionate (104 mg, 283 mmol) obtained in Example (103-1) in tetrahydrofuran (5 ml), and the mixture was stirred at room temperature for 1.5 hours. After water was added to the reaction mixture and the mixture was extracted with ethyl acetate, the organic layer was washed with a saturated aqueous NaCl solution an...